From a dataset of the Open Reaction Database (ORD), a public repository of structured organic reaction records. describe an organic reaction: reactants, conditions, products, and yield Reactants: C1CCOC1, CO, CCN(C(C)C)C(C)C, S=C(Cl)Cl, ClCCl, ClCCl, Cn1cnc(-c2cc3nccc(Oc4ccc(N)cc4F)c3s2)c1, O=C1NCCN1c1ccccc1. The product is Cn1cnc(-c2cc3nccc(Oc4ccc(NC(=S)N5CCN(c6ccccc6)C5=O)cc4F)c3s2)c1. RXN SMILES: [CH2:50]1[O:51][CH2:52][CH2:53][CH2:54]1.[CH3:58][OH:59].[CH:41]([N:42]([CH2:43][CH3:44])[CH:45]([CH3:46])[CH3:47])([CH3:48])[CH3:49].[Cl:1][C:2]([Cl:3])=[S:4].[Cl:55][CH2:56][Cl:57].[Cl:60][CH2:61][Cl:62].[F:17][c:18]1[cH:19][c:20]([NH2:40])[cH:21][cH:22][c:23]1[O:24][c:25]1[c:26]2[c:27]([n:28][cH:29][cH:30]1)[cH:31][c:32](-[c:34]1[n:35][cH:36][n:37]([CH3:39])[cH:38]1)[s:33]2.[c:5]1([N:11]2[C:12](=[O:16])[NH:13][CH2:14][CH2:15]2)[cH:6][cH:7][cH:8][cH:9][cH:10]1>>[C:2](=[S:4])([N:13]1[C:12](=[O:16])[N:11]([c:5]2[cH:6][cH:7][cH:8][cH:9][cH:10]2)[CH2:15][CH2:14]1)[NH:40][c:20]1[cH:19][c:18]([F:17])[c:23]([O:24][c:25]2[c:26]3[c:27]([n:28][cH:29][cH:30]2)[cH:31][c:32](-[c:34]2[n:35][cH:36][n:37]([CH3:39])[cH:38]2)[s:33]3)[cH:22][cH:21]1. As a reaction SMILES: [C:10](=[O:11])([O-:12])[O-:13].[CH3:16][O:17][C:18]([CH:19]([C:20](=[O:21])[O:22][CH3:23])[Cl:24])=[O:25].[CH3:1][O:2][c:3]1[c:4]([OH:9])[cH:5][cH:6][cH:7][cH:8]1.[CH3:26][C:27](=[O:28])[CH3:29].[K+:14].[K+:15]>>[CH3:1][O:2][c:3]1[c:4]([O:9][CH:19]([C:18]([O:17][CH3:16])=[O:25])[C:20](=[O:21])[O:22][CH3:23])[cH:5][cH:6][cH:7][cH:8]1. Reactants: O=C([O-])[O-], COC(=O)C(Cl)C(=O)OC, COc1ccccc1O, CC(C)=O, [K+], [K+]. Product: COC(=O)C(Oc1ccccc1OC)C(=O)OC. Reactants: NC1=CC2=C(SC3=C2C=CC=C3)C=C1 (2-aminodibenzothiophene), ClC=1N=NC(=CC1)C (3-chloro-6-methyl-pyridazine), CC(C)([O-])C.[Na+] (sodium t-butoxide), S-2,2′-bis(diphenylphosphino)-1,1′-binapthyl. The reagents and catalysts are C=1C=CC(=CC1)/C=C/C(=O)/C=C/C2=CC=CC=C2.C=1C=CC(=CC1)/C=C/C(=O)/C=C/C2=CC=CC=C2.C=1C=CC(=CC1)/C=C/C(=O)/C=C/C2=CC=CC=C2.[Pd].[Pd] (tris(dibenzylidene-acetone)dipalladium(0)). Solvent: C1(=CC=CC=C1)C (toluene), C(Cl)Cl (DCM). Run at temperature 80 celsius. Yields the product CC1=CC=C(N=N1)NC1=CC2=C(SC3=C2C=CC=C3)C=C1 (2-(6-Methylpyridazin-3-ylamino)dibenzothiophene). Yield: 34.7%. Reaction SMILES: [NH2:1][C:2]1[CH:14]=[CH:13][C:5]2[S:6][C:7]3[CH:12]=[CH:11][CH:10]=[CH:9][C:8]=3[C:4]=2[CH:3]=1.Cl[C:16]1[N:17]=[N:18][C:19]([CH3:22])=[CH:20][CH:21]=1.CC(C)([O-])C.[Na+]>C1(C)C=CC=CC=1.C(Cl)Cl.C1C=CC(/C=C/C(/C=C/C2C=CC=CC=2)=O)=CC=1.C1C=CC(/C=C/C(/C=C/C2C=CC=CC=2)=O)=CC=1.C1C=CC(/C=C/C(/C=C/C2C=CC=CC=2)=O)=CC=1.[Pd].[Pd]>[CH3:22][C:19]1[N:18]=[N:17][C:16]([NH:1][C:2]2[CH:14]=[CH:13][C:5]3[S:6][C:7]4[CH:12]=[CH:11][CH:10]=[CH:9][C:8]=4[C:4]=3[CH:3]=2)=[CH:21][CH:20]=1 |f:2.3,6.7.8.9.10|. Procedure: A mixture of 2-aminodibenzothiophene (0.90 g, 4.52 mM), 3-chloro-6-methyl-pyridazine (0.58 g, 4.52 mM), sodium t-butoxide (0.61 g, 6.33 mM), tris(dibenzylidene-acetone)dipalladium(0) (0.083 g, 0.09 mM) and S-2,2′-bis(diphenylphosphino)-1,1′-binapthyl (0.113 g, 0.18 mM) in toluene (23 ml) was heated to 80° C. for 18 hours under an inert atmosphere. On cooling to room temperature the mixture was diluted with DCM, washed with aqueous potassium carbonate, dried over sodium sulphate and concentrated....